Dataset: the Open Reaction Database (ORD), a public repository of structured organic reaction records. Task: describe an organic reaction: reactants, conditions, products, and yield Reactants: C([O-])([O-])=O.[Cs+].[Cs+] (cesium carbonate), C1CC(=[N+]2CC[N-]CC2)OC1 (1-(tetrahydrofuran-2-yl)-1-piperazine), S(=O)(=O)(N)N (sulfamide), ClC1=NC(=NC(=C1)OC)SCC1=C(C(=CC=C1)F)F (4-Chloro-2-[[(2,3-difluorophenyl)methyl]thio]-6-methoxypyrimidine), C1(CCCCC1)P(C1=C(C=CC=C1)C1=C(C=C(C=C1C(C)C)C(C)C)C(C)C)C1CCCCC1 (2-dicyclohexylphosphino-2′,4′,6′-tri-isopropyl-1,1′-biphenyl), ClC1=NC(=NC(=C1)OC)SCC1=C(C(=CC=C1)F)F (4-Chloro-2-[[(2,3-difluorophenyl)methyl]thio]-6-methoxypyrimidine). Reagents/catalysts: C=1C=CC(=CC1)/C=C/C(=O)/C=C/C2=CC=CC=C2.C=1C=CC(=CC1)/C=C/C(=O)/C=C/C2=CC=CC=C2.C=1C=CC(=CC1)/C=C/C(=O)/C=C/C2=CC=CC=C2.[Pd].[Pd] (tris(dibenzylideneacetone)dipalladium). Solvent: O1CCOCC1 (dioxane), O1CCOCC1 (dioxane). Product: FC1=C(CSC2=NC(=CC(=N2)NS(=O)(=O)N2CCN(CC2)CC2OCCC2)OC)C=CC=C1F (4-(Tetrahydro-furan-2-ylmethyl)-piperazine-1-sulfonic acid [2-(2,3-difluoro-benzylsulfanyl)-6-methoxy-pyrimidin-4-yl]-amide). RXN SMILES: [CH2:1]1[CH2:11]O[C:3](=[N+:4]2[CH2:9][CH2:8][N-:7][CH2:6][CH2:5]2)[CH2:2]1.[S:12]([NH2:16])(N)(=[O:14])=[O:13].C1(P(C2CCCCC2)C2C=CC=CC=2C2C(C(C)C)=CC(C(C)C)=CC=2C(C)C)CCCCC1.[C:51](=O)([O-])[O-:52].[Cs+].[Cs+].Cl[C:58]1[CH:63]=[C:62]([O:64][CH3:65])[N:61]=[C:60]([S:66][CH2:67][C:68]2[CH:73]=[CH:72][CH:71]=[C:70]([F:74])[C:69]=2[F:75])[N:59]=1>C1C=CC(/C=C/C(/C=C/C2C=CC=CC=2)=O)=CC=1.C1C=CC(/C=C/C(/C=C/C2C=CC=CC=2)=O)=CC=1.C1C=CC(/C=C/C(/C=C/C2C=CC=CC=2)=O)=CC=1.[Pd].[Pd].O1CCOCC1>[F:75][C:69]1[C:70]([F:74])=[CH:71][CH:72]=[CH:73][C:68]=1[CH2:67][S:66][C:60]1[N:59]=[C:58]([NH:16][S:12]([N:7]2[CH2:6][CH2:5][N:4]([CH2:3][CH:2]3[CH2:1][CH2:11][CH2:51][O:52]3)[CH2:9][CH2:8]2)(=[O:14])=[O:13])[CH:63]=[C:62]([O:64][CH3:65])[N:61]=1 |f:3.4.5,7.8.9.10.11|. Reported procedure: The title compound was prepared according to the procedure outlined in example 81 using a mixture of 1-(tetrahydrofuran-2-yl)-1-piperazine (0.51 g), sulfamide (0.29 g) and dioxane (20 mL). Followed by tris(dibenzylideneacetone)dipalladium (0) (92 mg), 2-dicyclohexylphosphino-2′,4′,6′-tri-isopropyl-1,1′-biphenyl (XPHOS) (67 mg), cesium carbonate (0.49 g), 4-Chloro-2-[[(2,3-difluorophenyl)methyl]thio]-6-methoxypyrimidine (the product of example 35 step i) (0.30 g) and dioxane (10 mL). Purification... Starting materials: O=C([O-])[O-], CCCC[N+](CCCC)(CCCC)CCCC, CCCC[N+](CCCC)(CCCC)CCCC, Cc1ccccc1, [K+], [K+], CC(C)(C)OC(=O)NC1CCNCC1, O, O=S(=O)([O-])[O-], BrCCc1coc2ccccc12. Product: CC(C)(C)OC(=O)NC1CCN(CCc2coc3ccccc23)CC1. Reaction SMILES: [C:27](=[O:28])([O-:29])[O-:30].[CH2:38]([N+:39]([CH2:40][CH2:41][CH2:42][CH3:43])([CH2:44][CH2:45][CH2:46][CH3:47])[CH2:48][CH2:49][CH2:50][CH3:51])[CH2:52][CH2:53][CH3:54].[CH2:55]([N+:56]([CH2:57][CH2:58][CH2:59][CH3:60])([CH2:61][CH2:62][CH2:63][CH3:64])[CH2:65][CH2:66][CH2:67][CH3:68])[CH2:69][CH2:70][CH3:71].[CH3:73][c:74]1[cH:75][cH:76][cH:77][cH:78][cH:79]1.[K+:31].[K+:32].[NH:13]1[CH2:14][CH2:15][CH:16]([NH:19][C:20]([O:21][C:22]([CH3:23])([CH3:24])[CH3:25])=[O:26])[CH2:17][CH2:18]1.[OH2:72].[S:33]([O-:34])([O-:35])(=[O:36])=[O:37].[o:1]1[cH:2][c:3]([CH2:10][CH2:11][Br:12])[c:4]2[c:5]1[cH:6][cH:7][cH:8][cH:9]2>>[o:1]1[cH:2][c:3]([CH2:10][CH2:11][N:13]2[CH2:14][CH2:15][CH:16]([NH:19][C:20]([O:21][C:22]([CH3:23])([CH3:24])[CH3:25])=[O:26])[CH2:17][CH2:18]2)[c:4]2[c:5]1[cH:6][cH:7][cH:8][cH:9]2. Reactants: O (Water), C(=O)(OC(C)(C)C)NC(C)(C=CC1C(CCC1(C)C)(C)C)C (N-Boc-2-amino-2-methyl-4-(2,2,5,5-tetramethyl-1-cyclopentyl)butene), [OH-].[K+] (KOH). The solvent is FC(C(=O)O)(F)F (trifluoroacetic acid). Reaction conditions: time 8 hour. Yields the product NC(C)(C=CC1C(CCC1(C)C)(C)C)C (2-amino-2-methyl-4-(2,2,5,5-tetramethyl-1-cyclopentyl)butene). RXN SMILES: C([NH:8][C:9]([CH3:22])([CH:11]=[CH:12][CH:13]1[C:17]([CH3:19])([CH3:18])[CH2:16][CH2:15][C:14]1([CH3:21])[CH3:20])[CH3:10])(OC(C)(C)C)=O.O.[OH-].[K+]>FC(F)(F)C(O)=O>[NH2:8][C:9]([CH3:22])([CH:11]=[CH:12][CH:13]1[C:14]([CH3:21])([CH3:20])[CH2:15][CH2:16][C:17]1([CH3:19])[CH3:18])[CH3:10] |f:2.3|. Reported procedure: N-Boc-2-amino-2-methyl-4-(2,2,5,5-tetramethyl-1-cyclopentyl)butene is dissolved in trifluoroacetic acid and the solution is stirred overnight. Water is added and the mixture made basic with 20% KOH. The mixture is extracted with ether, the organic layer dried over NaSO4 and evaporated to yield 2-amino-2-methyl-4-(2,2,5,5-tetramethyl-1-cyclopentyl)butene. Starting materials: N (Ammonia), ClC=1C=C(C=CC1OCC1=NC=CC=C1)NC1=NC=NC2=CC=CC(=C12)OCCNCCO (2-({2-[(4-{[3-Chloro-4-(pyridin-2-ylmethoxy)phenyl]amino}quinazolin-5-yl)oxy]ethyl}amino)ethanol), C(C)(=O)OCC(=O)Cl (2-chloro-2-oxoethyl acetate), CCN(C(C)C)C(C)C (DIPEA), C(Cl)Cl (DCM). The solvent is CO (methanol). Reaction conditions: time 30 minute. Yields the product ClC=1C=C(C=CC1OCC1=NC=CC=C1)NC1=NC=NC2=CC=CC(=C12)OCCN(C(CO)=O)CCO (N-{2-[(4-{[3-Chloro-4-(pyridin-2-ylmethoxy)phenyl]amino}quinazolin-5-yl)oxy]ethyl}-2-hydroxy-N-(2-hydroxyethyl)acetamide). Isolated yield 30.0%. As a reaction SMILES: ClC1C=[C:4]([NH:16][C:17]2[C:26]3[C:21](=[CH:22][CH:23]=[CH:24][C:25]=3[O:27][CH2:28][CH2:29][NH:30][CH2:31][CH2:32][OH:33])[N:20]=[CH:19][N:18]=2)[CH:5]=[CH:6][C:7]=1[O:8][CH2:9][C:10]1[CH:15]=[CH:14][CH:13]=[CH:12][N:11]=1.C([O:37][CH2:38][C:39](Cl)=[O:40])(=O)C.[CH3:42]CN(C(C)C)C(C)C.N.[CH2:52]([Cl:54])Cl>CO>[Cl:54][C:52]1[CH:42]=[C:4]([NH:16][C:17]2[C:26]3[C:21](=[CH:22][CH:23]=[CH:24][C:25]=3[O:27][CH2:28][CH2:29][N:30]([CH2:31][CH2:32][OH:33])[C:38](=[O:37])[CH2:39][OH:40])[N:20]=[CH:19][N:18]=2)[CH:5]=[CH:6][C:7]=1[O:8][CH2:9][C:10]1[CH:15]=[CH:14][CH:13]=[CH:12][N:11]=1. Procedure: 2-({2-[(4-{[3-Chloro-4-(pyridin-2-ylmethoxy)phenyl]amino}quinazolin-5-yl)oxy]ethyl}amino)ethanol (obtained as described in Example 22, preparation of starting materials) (0.208 g) in DCM (10 ml) was treated with 2-chloro-2-oxoethyl acetate (0.091 g) and DIPEA (0.173 g) and stirred for 30 minutes. 7N Ammonia in methanol (20 ml) was added and the solution stirred overnight. The mixture was evaporated and purified by chromatography using DCM to 8% 7N ammonia in methanol in DCM to give the title com... Solvent: O1CCOCC1 (1,4-dioxane). Procedure: A 250-mL single-neck round-bottomed flask equipped with a magnetic stirrer and a reflux condenser was charged with 1,4-dioxane (150 mL), pyrimidin-4-amine (1.7 g, 18.0 mmol), 4-bromo-6-chloro-2-methylpyridazin-3(2H)-one (4.0 g, 18.0 mmol), and cesium carbonate (11.74 g, 36.0 mmol). After bubbling nitrogen through the suspension for 30 minutes, Xantphos (1.04 g, 1.8 mmol) and tris(dibenzylideneacetone)dipalladium(0) (823 mg, 0.9 mmol) were added. The system was subjected to three cycles of vacuum... RXN SMILES: [N:1]1[CH:6]=[CH:5][C:4]([NH2:7])=[N:3][CH:2]=1.Br[C:9]1[C:10](=[O:17])[N:11]([CH3:16])[N:12]=[C:13]([Cl:15])[CH:14]=1.C(=O)([O-])[O-].[Cs+].[Cs+].CC1(C)C2C(=C(P(C3C=CC=CC=3)C3C=CC=CC=3)C=CC=2)OC2C(P(C3C=CC=CC=3)C3C=CC=CC=3)=CC=CC1=2>C1C=CC(/C=C/C(/C=C/C2C=CC=CC=2)=O)=CC=1.C1C=CC(/C=C/C(/C=C/C2C=CC=CC=2)=O)=CC=1.C1C=CC(/C=C/C(/C=C/C2C=CC=CC=2)=O)=CC=1.[Pd].[Pd].O1CCOCC1>[Cl:15][C:13]1[CH:14]=[C:9]([NH:7][C:4]2[CH:5]=[CH:6][N:1]=[CH:2][N:3]=2)[C:10](=[O:17])[N:11]([CH3:16])[N:12]=1 |f:2.3.4,6.7.8.9.10|. Reagents/catalysts: C=1C=CC(=CC1)/C=C/C(=O)/C=C/C2=CC=CC=C2.C=1C=CC(=CC1)/C=C/C(=O)/C=C/C2=CC=CC=C2.C=1C=CC(=CC1)/C=C/C(=O)/C=C/C2=CC=CC=C2.[Pd].[Pd] (tris(dibenzylideneacetone)dipalladium(0)). Yield: 69.9%. Product: ClC=1C=C(C(N(N1)C)=O)NC1=NC=NC=C1 (6-Chloro-2-methyl-4-(pyrimidin-4-ylamino)pyridazin-3(2H)-one). Starting materials: N1=CN=C(C=C1)N (pyrimidin-4-amine), BrC=1C(N(N=C(C1)Cl)C)=O (4-bromo-6-chloro-2-methylpyridazin-3(2H)-one), C([O-])([O-])=O.[Cs+].[Cs+] (cesium carbonate), CC1(C2=C(C(=CC=C2)P(C3=CC=CC=C3)C4=CC=CC=C4)OC5=C(C=CC=C51)P(C6=CC=CC=C6)C7=CC=CC=C7)C (Xantphos). Starting materials: ClCCl, CSc1c(S(=O)(=O)NC(C)(C)C)ccn1C, O=C(O)C(F)(F)F. Yields the product CSc1c(S(N)(=O)=O)ccn1C. As a reaction SMILES: [CH2:24]([Cl:25])[Cl:26].[CH3:1][C:2]([CH3:3])([CH3:4])[NH:5][S:6](=[O:7])(=[O:8])[c:9]1[c:10]([S:15][CH3:16])[n:11]([CH3:14])[cH:12][cH:13]1.[OH:17][C:18]([C:19]([F:20])([F:21])[F:22])=[O:23]>>[NH2:5][S:6](=[O:7])(=[O:8])[c:9]1[c:10]([S:15][CH3:16])[n:11]([CH3:14])[cH:12][cH:13]1. The reactants are COC=1C=C2C(=CC=NC2=CC1OC)OC1=CC(=C(N)C=C1C)C (4-[(6,7-Dimethoxy-4-quinolyl)oxy]-2,5-dimethylaniline), ClC(Cl)(OC(OC(Cl)(Cl)Cl)=O)Cl (triphosgene), C([O-])(O)=O.[Na+] (sodium bicarbonate), COC1=C(C=CC=C1)CO ((2-methoxyphenyl)methanol). The solvent is C(C)N(CC)CC (triethylamine), C1(=CC=CC=C1)C (toluene), C(Cl)Cl (methylene chloride). Product: COC=1C=C2C(=CC=NC2=CC1OC)OC1=CC(=C(C=C1C)NC(OCC1=C(C=CC=C1)OC)=O)C (2-Methoxybenzyl N-{4-[(6,7-dimethoxy-4-quinolyl)oxy]-2,5-dimethylphenyl}carbamate). Isolated yield 86.3%. RXN SMILES: [CH3:1][O:2][C:3]1[CH:4]=[C:5]2[C:10](=[CH:11][C:12]=1[O:13][CH3:14])[N:9]=[CH:8][CH:7]=[C:6]2[O:15][C:16]1[C:22]([CH3:23])=[CH:21][C:19]([NH2:20])=[C:18]([CH3:24])[CH:17]=1.ClC(Cl)(O[C:29](=[O:35])[O:30][C:31](Cl)(Cl)Cl)Cl.[CH3:37][O:38][C:39]1[CH:44]=[CH:43][CH:42]=[CH:41][C:40]=1CO.C(=O)(O)[O-].[Na+]>C(Cl)Cl.C(N(CC)CC)C.C1(C)C=CC=CC=1>[CH3:1][O:2][C:3]1[CH:4]=[C:5]2[C:10](=[CH:11][C:12]=1[O:13][CH3:14])[N:9]=[CH:8][CH:7]=[C:6]2[O:15][C:16]1[C:22]([CH3:23])=[CH:21][C:19]([NH:20][C:29](=[O:35])[O:30][CH2:31][C:40]2[CH:41]=[CH:42][CH:43]=[CH:44][C:39]=2[O:38][CH3:37])=[C:18]([CH3:24])[CH:17]=1 |f:3.4|. Procedure details: 4-[(6,7-Dimethoxy-4-quinolyl)oxy]-2,5-dimethylaniline (100 mg) was added to toluene (10 ml) and triethylamine (1 ml), and the mixture was heated under reflux to prepare a solution. A solution of triphosgene (140 mg) in methylene chloride was then added thereto, and the mixture was heated under reflux for 10 min. Next, (2-methoxyphenyl)methanol (65 mg) was added thereto, and the mixture was further stirred with heating under reflux for 3 hr. A saturated aqueous sodium bicarbonate solution was add...